This data is from the Open Reaction Database (ORD), a public repository of structured organic reaction records. The task is: describe an organic reaction: reactants, conditions, products, and yield As a reaction SMILES: S([O-])([O-])(=O)=O.[Cu+2:6].[Zn:7].[CH2:8]([S:15][C:16]1[N:26]=[C:19]2[N:20]=[C:21]([Cl:25])[CH:22]=[C:23](Cl)[N:18]2[N:17]=1)[C:9]1[CH:14]=[CH:13][CH:12]=[CH:11][CH:10]=1.C(O)(=O)C>O.CO.O1CCCC1>[Cu:6].[Zn:7].[CH2:8]([S:15][C:16]1[N:26]=[C:19]2[N:20]=[C:21]([Cl:25])[CH:22]=[CH:23][N:18]2[N:17]=1)[C:9]1[CH:10]=[CH:11][CH:12]=[CH:13][CH:14]=1 |f:0.1,8.9|. The product is [Cu].[Zn] (zinc-copper couple), C(C1=CC=CC=C1)SC1=NN2C(N=C(C=C2)Cl)=N1 (2-benzylthio-5-chloro-1,2,4-triazolo[1,5-a]pyrimidine), orange solid. Reported procedure: A zinc-copper couple was prepared following the precedure of Bradley (J. Org. Chem. 31, 626 (1966)) by stirring 1.0 g of copper sulfate in 20 ml of water with 15.0 g of zinc dust for 2 hours. The couple was collected by filtration, washed with acetone and dried overnight under vacuum at 100° C. To a solution of 33.0 g (106 mmol) of 2-benzylthio-5,7-dichloro-1,2,4-triazolo[1,5-a]pyrimidine in 12.5 ml (213 mmol) of acetic acid, 50 ml of methanol and 300 ml of tetrahydrofuran was added 20.5 g of Zn... Run in CO (methanol), O1CCCC1 (tetrahydrofuran), O (water). Reactants: C(C1=CC=CC=C1)SC1=NN2C(N=C(C=C2Cl)Cl)=N1 (2-benzylthio-5,7-dichloro-1,2,4-triazolo[1,5-a]pyrimidine), C(C)(=O)O (acetic acid), Zn Cu, S(=O)(=O)([O-])[O-].[Cu+2] (copper sulfate), [Zn] (zinc). Run at time 8 hour. Yield: 92.0%. The reactants are [N+](=O)(O)[O-] (Nitric acid), CC1(CCC1)C1=CC=CC=C1 ((1-methylcyclobutyl)benzene), C(C)(=O)OC(C)=O (Acetic anhydride), ice. The solvent is ice water. Run at temperature 0 celsius, time 60 minute. The product is CC1(CCC1)C1=CC=C(C=C1)[N+](=O)[O-] (1-(1-methylcyclobutyl)-4-nitrobenzene). Yield: 92.2%. Reaction SMILES: [N+:1]([O-:4])(O)=[O:2].[CH3:5][C:6]1([C:10]2[CH:15]=[CH:14][CH:13]=[CH:12][CH:11]=2)[CH2:9][CH2:8][CH2:7]1.C(OC(=O)C)(=O)C>>[CH3:5][C:6]1([C:10]2[CH:11]=[CH:12][C:13]([N+:1]([O-:4])=[O:2])=[CH:14][CH:15]=2)[CH2:7][CH2:8][CH2:9]1. Reported procedure: 70% Nitric acid (7:3, Nitric acid:Water, 0.375 ml, 5.92 mmol) was added dropwise over 60 minutes to a solution of (1-methylcyclobutyl)benzene (346 mg. 2.37 mmol) in Acetic anhydride (1.4 mL, 15 mmol) cooled at 0° C. The temperature of the solution was maintained below 5° C. during the addition. Upon completion of the addition, the reaction was stirred for 60 minutes with cooling. The reaction mixture was poured into 40 ml ice water and the ice was allowed to melt. The aqueous phase was extracted... Starting materials: C(=O)(OCC1=CC=CC=C1)N1[C@H](C(=O)O)C[C@H](C1)OC(=O)NC (trans-N-carbobenzyloxy-4-[[(methylamino)carbonyl]oxy]-L-proline), [H][H] (hydrogen). Reagents/catalysts: [C].[Pd] (palladium-carbon). Solvent: CO.O (methanol water). Yields the product CNC(=O)O[C@@H]1C[C@H](NC1)C(=O)O (trans-4-[[(methylamino)carbonyl]oxy]-L-proline). Reaction SMILES: C([N:11]1[CH2:18][C@H:17]([O:19][C:20]([NH:22][CH3:23])=[O:21])[CH2:16][C@H:12]1[C:13]([OH:15])=[O:14])(OCC1C=CC=CC=1)=O.[H][H]>[C].[Pd].CO.O>[CH3:23][NH:22][C:20]([O:19][C@H:17]1[CH2:18][NH:11][C@H:12]([C:13]([OH:15])=[O:14])[CH2:16]1)=[O:21] |f:2.3,4.5|. Procedure details: A solution of 2.7 g. (0.0084 mole) of trans-N-carbobenzyloxy-4-[[(methylamino)carbonyl]oxy]-L-proline in 100 ml. of methanol-water (2:1) is treated with 1 g. of 5% palladium-carbon and 45 lb. of hydrogen and shaken on a Parr hydrogenator for 6 hours. The catalyst is filtered off under nitrogen, washed with methanol and the combined filtrates are evaporated, finally at 0.1-0.2 mm, to give 1.5 g. (96%) of a residue which gradually crystallizes to give trans-4-[[(methylamino)carbonyl]oxy]-L-proline... Reactants: ClC1=CC(=C(C(=O)OC)C=C1)I (methyl 4-chloro-2-iodobenzoate), BrC1=CC(=C(N)C=C1)[N+](=O)[O-] (4-bromo-2-nitroaniline), C(=O)([O-])[O-].[K+].[K+] (K2CO3). Reagents/catalysts: [Cu] (copper). The solvent is ClC1=CC=CC=C1 (chlorobenzene), C(C)(=O)OCC (ethyl acetate). The product is BrC1=CC(=C(C=C1)NC1=C(C(=O)OC)C=CC(=C1)Cl)[N+](=O)[O-] (methyl 2-[(4-bromo-2-nitrophenyl)amino]-4-chlorobenzoate). The yield is 89.0%. As a reaction SMILES: [Cl:1][C:2]1[CH:11]=[CH:10][C:5]([C:6]([O:8][CH3:9])=[O:7])=[C:4](I)[CH:3]=1.[Br:13][C:14]1[CH:20]=[CH:19][C:17]([NH2:18])=[C:16]([N+:21]([O-:23])=[O:22])[CH:15]=1.C([O-])([O-])=O.[K+].[K+]>ClC1C=CC=CC=1.C(OCC)(=O)C.[Cu]>[Br:13][C:14]1[CH:20]=[CH:19][C:17]([NH:18][C:4]2[CH:3]=[C:2]([Cl:1])[CH:11]=[CH:10][C:5]=2[C:6]([O:8][CH3:9])=[O:7])=[C:16]([N+:21]([O-:23])=[O:22])[CH:15]=1 |f:2.3.4|. Procedure details: A mixture of methyl 4-chloro-2-iodobenzoate (5.93 g, 20 mmol), 4-bromo-2-nitroaniline (4.34 g, 20 mmol), copper (1.26 g, 20 mmol), and K2CO3 (2.76 g, 20 mmol) in chlorobenzene (300 mL) was heated to reflux for 2 days, cooled to room temperature, diluted with ethyl acetate, and filtered through diatomaceous earth (Celite®). The solution was washed with water and brine, dried (MgSO4), filtered, and concentrated under vacuum. The residue was purified by flash column chromatography on silica gel wit... Starting materials: C=CC(=O)OC(C#N)Cc1ccc(OC)c(OC)c1, COc1cccc(C=O)c1. Product: C=CC(=O)OC(C#N)Cc1cccc(OC)c1. As a reaction SMILES: [C:11]([CH:12]=[CH2:13])(=[O:14])[O:15][CH:16]([CH2:17][c:18]1[cH:19][c:20]([O:26][CH3:27])[c:21]([O:24][CH3:25])[cH:22][cH:23]1)[C:28]#[N:29].[CH3:1][O:2][c:3]1[cH:4][c:5]([CH:9]=[O:10])[cH:6][cH:7][cH:8]1>>[C:11]([CH:12]=[CH2:13])(=[O:14])[O:15][CH:16]([CH2:17][c:18]1[cH:19][c:20]([O:26][CH3:27])[cH:21][cH:22][cH:23]1)[C:28]#[N:29].